From a dataset of the Open Reaction Database (ORD), a public repository of structured organic reaction records. describe an organic reaction: reactants, conditions, products, and yield Reactants: Cc1cc(Nc2cc3ccc(Br)cc3c(O)n2)n[nH]1, O=P(Cl)(Cl)Cl. Yields the product Cc1cc(Nc2cc3ccc(Br)cc3c(Cl)n2)n[nH]1. Reaction SMILES: [Br:1][c:2]1[cH:3][cH:4][c:5]2[cH:6][c:7]([NH:13][c:14]3[n:15][nH:16][c:17]([CH3:19])[cH:18]3)[n:8][c:9]([OH:12])[c:10]2[cH:11]1.[P:20]([Cl:21])([Cl:22])([Cl:23])=[O:24]>>[Br:1][c:2]1[cH:3][cH:4][c:5]2[cH:6][c:7]([NH:13][c:14]3[n:15][nH:16][c:17]([CH3:19])[cH:18]3)[n:8][c:9]([Cl:22])[c:10]2[cH:11]1. Starting materials: ClC1=C(C=O)C(=CC=C1)Cl (2,6-Dichloro-benzaldehyde), Cl.NO (hydroxylamine hydrochloride), [OH-].[Na+] (Sodium hydroxide), [OH-].[Na+] (sodium hydroxide), C(C1=CC=CC=C1)=O (benzaldehyde). Run in O (water), CO (methanol), O (water). Run at time 8 hour. Yields the product ClC1=C(C=NO)C(=CC=C1)Cl (2,6-Dichloro-benzaldehyde oxime). Reaction SMILES: [Cl:1][C:2]1[CH:9]=[CH:8][CH:7]=[C:6]([Cl:10])[C:3]=1[CH:4]=O.Cl.[NH2:12][OH:13].[OH-].[Na+].C(=O)C1C=CC=CC=1>O.CO>[Cl:1][C:2]1[CH:9]=[CH:8][CH:7]=[C:6]([Cl:10])[C:3]=1[CH:4]=[N:12][OH:13] |f:1.2,3.4|. Reported procedure: 2,6-Dichloro-benzaldehyde (7.0 g, 40 mmol) and hydroxylamine hydrochloride (2.16 g, 44 mmol) are added to 10 mL of water and 30 mL of methanol. Sodium hydroxide (4.0 g, 100 mmol) is dissolved in 8 mL of water slowly. The sodium hydroxide solution is added to the benzaldehyde solution. The reaction is stirred overnight. The reaction mixture is partitioned between ethyl acetate and water. The organic layer is washed with brine and dried over solid sodium sulfate. The organic layer is filtered and ... Reported procedure: By using the above method, starting with 3 g of 7-(3-chloro-propoxy)-4-chloro-6-methoxy-quinoline-3-carbonitrile, 2.35 g of the methyl carbonate of 4chloro-2-fluoro-5-hydroxy-aniline, and 1.1 g of pyridine hydrochloride in 30 ml of 2-ethoxyethanol, 1.7 g of the title compound was obtained as a crystalline solid: mass spectrum (electrospray, m/e) M+H 435.8, 437.8. Yields the product ClC1=CC(=C(C=C1O)NC1=C(C=NC2=CC(=C(C=C12)OC)OCCCCl)C#N)F (4-(4-Chloro-2-fluoro-5-hydroxy-phenylamino)-7-(3-chloro-propoxy)-6-methoxy-quinoline-3-carbonitrile). Solvent: C(C)OCCO (2-ethoxyethanol). As a reaction SMILES: [Cl:1][CH2:2][CH2:3][CH2:4][O:5][C:6]1[CH:15]=[C:14]2[C:9]([C:10](Cl)=[C:11]([C:16]#[N:17])[CH:12]=[N:13]2)=[CH:8][C:7]=1[O:19][CH3:20].C(=O)([O-])OC.[Cl:26][C:27]1[C:33]([OH:34])=[CH:32][C:30]([NH2:31])=[C:29]([F:35])[CH:28]=1.Cl.N1C=CC=CC=1>C(OCCO)C>[Cl:26][C:27]1[C:33]([OH:34])=[CH:32][C:30]([NH:31][C:10]2[C:9]3[C:14](=[CH:15][C:6]([O:5][CH2:4][CH2:3][CH2:2][Cl:1])=[C:7]([O:19][CH3:20])[CH:8]=3)[N:13]=[CH:12][C:11]=2[C:16]#[N:17])=[C:29]([F:35])[CH:28]=1 |f:3.4|. The reactants are ClCCCOC1=C(C=C2C(=C(C=NC2=C1)C#N)Cl)OC (7-(3-chloro-propoxy)-4-chloro-6-methoxy-quinoline-3-carbonitrile), Cl.N1=CC=CC=C1 (pyridine hydrochloride), C(OC)([O-])=O (methyl carbonate), ClC1=CC(=C(N)C=C1O)F (4chloro-2-fluoro-5-hydroxy-aniline). Reactants: O.NN (hydrazine monohydrate), ClC(Cl)(OC(OC(Cl)(Cl)Cl)=O)Cl (triphosgene), C(C)(C)N(C(C)C)CC (N,N-diisopropyl ethyl amine), C(C)OC(=O)C1CCNCC1 (piperidine-4-carboxylic acid ethyl ester). Run in C1CCOC1 (THF). Conditions: temperature 2.5 celsius, time 18 hour. The product is C(C)OC(=O)C1CCN(CC1)C(=O)NN (1-Hydrazinocarbonyl-piperidine-4-carboxylic acid ethyl ester). Yield: 195.8%. Reaction SMILES: ClC(Cl)(O[C:5](=[O:11])OC(Cl)(Cl)Cl)Cl.[CH2:13]([O:15][C:16]([CH:18]1[CH2:23][CH2:22][NH:21][CH2:20][CH2:19]1)=[O:17])[CH3:14].C(N(CC)C(C)C)(C)C.O.[NH2:34][NH2:35]>C1COCC1>[CH2:13]([O:15][C:16]([CH:18]1[CH2:23][CH2:22][N:21]([C:5]([NH:34][NH2:35])=[O:11])[CH2:20][CH2:19]1)=[O:17])[CH3:14] |f:3.4|. Procedure details: A solution of triphosgene (9.44 g, 31.8 mmol) in THF (100 ml) was cooled to 0° C. and piperidine-4-carboxylic acid ethyl ester (10.0 g, 63.6 mmol) was added over 15 minutes while the temperature was maintained between 0-5° C. Then N,N-diisopropyl ethyl amine (33 ml, 191 mmol) was added over 60 minutes. The suspension was stirred for 18 h at rt. The suspension was filtered off and washed with THF (50 ml). The filtrate was transferred into a dropping funnel and added dropwise over 60 minutes to hy... Reactants: C1(=CC=CC=C1)CC(=O)NC1[C@@H]2N(C(=C(CS2=O)Cl)C(=O)OCC2=CC=C(C=C2)[N+](=O)[O-])C1=O (p-nitrobenzyl 7-phenylacetamido-3-chloro-3-cephem-4-carboxylate-1-oxide), suspension, [H-].[Na+] (sodium hydride), CI (methyl iodide). The solvent is O (water), CN(C=O)C (dimethylformamide), C(C)(=O)OCC (ethyl acetate), O (water). Run at time 40 minute. Yields the product C1(=CC=CC=C1)CC(=O)NC1[C@@H]2N(C(=C(C(S2=O)C)Cl)C(=O)OCC2=CC=C(C=C2)[N+](=O)[O-])C1=O (p-nitrobenzyl 7-phenylacetamido-2-methyl-3-chloro-3-cephem-4-carboxylate-1-oxide). RXN SMILES: [C:1]1([CH2:7][C:8]([NH:10][CH:11]2[C:33](=[O:34])[N:13]3[C:14]([C:20]([O:22][CH2:23][C:24]4[CH:29]=[CH:28][C:27]([N+:30]([O-:32])=[O:31])=[CH:26][CH:25]=4)=[O:21])=[C:15]([Cl:19])[CH2:16][S:17](=[O:18])[C@H:12]23)=[O:9])[CH:6]=[CH:5][CH:4]=[CH:3][CH:2]=1.[H-].[Na+].[CH3:37]I>CN(C)C=O.O.C(OCC)(=O)C>[C:1]1([CH2:7][C:8]([NH:10][CH:11]2[C:33](=[O:34])[N:13]3[C:14]([C:20]([O:22][CH2:23][C:24]4[CH:25]=[CH:26][C:27]([N+:30]([O-:32])=[O:31])=[CH:28][CH:29]=4)=[O:21])=[C:15]([Cl:19])[CH:16]([CH3:37])[S:17](=[O:18])[C@H:12]23)=[O:9])[CH:6]=[CH:5][CH:4]=[CH:3][CH:2]=1 |f:1.2|. Reported procedure: To a solution of p-nitrobenzyl 7-phenylacetamido-3-chloro-3-cephem-4-carboxylate-1-oxide (504 mg) in dimethylformamide (20 ml) one adds a 50% suspension of sodium hydride (48 mg) in mineral oil under nitrogen atmosphere, stirs for 40 minutes, adds methyl iodide (0.5 ml), stirs for 15 minutes at room temperature, dilutes with water, extracts with ethyl acetate, washes with water, dries, concentrates under reduced pressure, and purifies by chromatography to give p-nitrobenzyl 7-phenylacetamido-2-m...